This data is from the Open Reaction Database (ORD), a public repository of structured organic reaction records. The task is: describe an organic reaction: reactants, conditions, products, and yield Starting materials: CCC1(O)CCNC1C, N#Cc1ccc(F)cc1F, [Li+], [Li+], O=C([O-])[O-]. Yields the product CCC1(O)CCN(c2ccc(C#N)c(F)c2)C1C. Reaction SMILES: [CH2:1]([CH3:2])[C:3]1([OH:9])[CH:4]([CH3:8])[NH:5][CH2:6][CH2:7]1.[F:10][c:11]1[c:12]([C:13]#[N:14])[cH:15][cH:16][c:17]([F:19])[cH:18]1.[Li+:20].[Li+:21].[O-:22][C:23](=[O:24])[O-:25]>>[CH2:1]([CH3:2])[C:3]1([OH:9])[CH:4]([CH3:8])[N:5]([c:17]2[cH:16][cH:15][c:12]([C:13]#[N:14])[c:11]([F:10])[cH:18]2)[CH2:6][CH2:7]1. The reactants are BrC=1C=C2C(=CC1)OC=1C(=NC(=CC1[C@]21N=C(C2=NC=CC=C21)N)Cl)F ((R)-7-bromo-3-chloro-1-fluorospiro[chromeno[2,3-c]pyridine-5,5′-pyrrolo[3,4-b]pyridin]-7′-amine), C(=O)(C(F)(F)F)O (TFA). The product is FC(C(=O)O)(F)F.ClC1=CC2=C(C(=N1)F)OC1=CC=C(C=C1[C@@]21N=C(C2=NC=CC=C21)N)C=2C(=NC=CC2)F ((R)-3-Chloro-1-fluoro-7-(2-fluoropyridin-3-yl)-spiro[chromeno[2,3-c]pyridine-5,5′-pyrrolo[3,4-b]pyridin]-7′-amine 2,2,2-trifluoroacetate). Reaction SMILES: Br[C:2]1[CH:3]=[C:4]2[C@:15]3([C:23]4[C:18](=[N:19][CH:20]=[CH:21][CH:22]=4)[C:17]([NH2:24])=[N:16]3)[C:14]3[CH:13]=[C:12]([Cl:25])[N:11]=[C:10]([F:26])[C:9]=3[O:8][C:5]2=[CH:6][CH:7]=1.[C:27]([OH:33])([C:29]([F:32])([F:31])[F:30])=[O:28]>>[F:30][C:29]([F:32])([F:31])[C:27]([OH:33])=[O:28].[Cl:25][C:12]1[N:11]=[C:10]([F:26])[C:9]2[O:8][C:5]3[C:4]([C@:15]4([C:23]5[C:18](=[N:19][CH:20]=[CH:21][CH:22]=5)[C:17]([NH2:24])=[N:16]4)[C:14]=2[CH:13]=1)=[CH:3][C:2]([C:27]1[C:29]([F:32])=[N:11][CH:10]=[CH:9][CH:14]=1)=[CH:7][CH:6]=3 |f:2.3|. Reported procedure: The titled compound was synthesized by procedures and steps analogous to those described in Example 5 above, but using (R)-7-bromo-3-chloro-1-fluorospiro[chromeno[2,3-c]pyridine-5,5′-pyrrolo[3,4-b]pyridin]-7′-amine (17c-1) in step 3. MS m/z=447.5 [M+H]+. Calculated for C23H12ClF2N5OC2HF3O2: 561.85 (TFA salt). 1H NMR (400 MHz, MeOH) ppm 6.67 (s, 1H) 6.86 (d, J=2.35 Hz, 1H) 7.33 (d, J=8.80 Hz, 1H) 7.42 (dd, J=7.82, 4.89 Hz, 1H) 7.52 (dd, J=8.80, 2.54 Hz, 1H) 7.64 (dd, J=7.73, 1.27 Hz, 1H) 8.74 (dd...